This data is from the Open Reaction Database (ORD), a public repository of structured organic reaction records. The task is: describe an organic reaction: reactants, conditions, products, and yield The reactants are C(#N)C1(C2CC3CC(CC1C3)C2)COC2=CC(=C(C(=O)OC(C)(C)C)C=C2C2CC2)F (tert-butyl 4-((2-cyanoadamantan-2-yl)methoxy)-5-cyclopropyl-2-fluorobenzoate), C12CC(CCC2C1)COC1=CC(=C(C(=O)OC(C)(C)C)C=C1C1CC1)F (tert-butyl 4-(bicyclo[4.1.0]heptan-3-ylmethoxy)-5-cyclopropyl-2-fluorobenzoate). Yields the product C12CC(CCC2C1)COC1=CC(=C(C(=O)O)C=C1C1CC1)F (4-(bicyclo[4.1.0]heptan-3-ylmethoxy)-5-cyclopropyl-2-fluorobenzoic acid), solid. The yield is 99.0%. Reaction SMILES: C([C:3]1([CH2:13][O:14][C:15]2[C:27]([CH:28]3[CH2:30][CH2:29]3)=[CH:26][C:18]([C:19]([O:21]C(C)(C)C)=[O:20])=[C:17]([F:31])[CH:16]=2)[CH:10]2CC3[CH2:7][CH:8]([CH2:12][CH:4]1C3)[CH2:9]2)#N.C12CC1CCC(COC1C(C3CC3)=CC(C(OC(C)(C)C)=O)=C(F)C=1)C2>>[CH:12]12[CH2:7][CH:8]1[CH2:9][CH2:10][CH:3]([CH2:13][O:14][C:15]1[C:27]([CH:28]3[CH2:29][CH2:30]3)=[CH:26][C:18]([C:19]([OH:21])=[O:20])=[C:17]([F:31])[CH:16]=1)[CH2:4]2. Procedure details: Following the procedure as described in Example 332 Step 6, and making variations as required to replace tert-butyl 4-((2-cyanoadamantan-2-yl)methoxy)-5-cyclopropyl-2-fluorobenzoate with tert-butyl 4-(bicyclo[4.1.0]heptan-3-ylmethoxy)-5-cyclopropyl-2-fluorobenzoate, the title compound was obtained as a yellow solid (1.06 g, 99%): MS (ES+) m/z 305.1 (M+1). The reactants are CCOC(=O)C(Cc1ccc(O)cc1)OCC, CC(=CCO)c1ccc(-c2ccc(C(C)C)cc2)cc1. Yields the product CCOC(=O)C(Cc1ccc(OCC=C(C)c2ccc(-c3ccc(C(C)C)cc3)cc2)cc1)OCC. As a reaction SMILES: [CH2:21]([CH3:22])[O:23][CH:24]([C:25](=[O:26])[O:27][CH2:28][CH3:29])[CH2:30][c:31]1[cH:32][cH:33][c:34]([OH:37])[cH:35][cH:36]1.[CH:1]([CH3:2])([CH3:3])[c:4]1[cH:5][cH:6][c:7](-[c:10]2[cH:11][cH:12][c:13]([C:16](=[CH:17][CH2:18][OH:19])[CH3:20])[cH:14][cH:15]2)[cH:8][cH:9]1>>[CH:1]([CH3:2])([CH3:3])[c:4]1[cH:5][cH:6][c:7](-[c:10]2[cH:11][cH:12][c:13]([C:16](=[CH:17][CH2:18][O:19][c:34]3[cH:33][cH:32][c:31]([CH2:30][CH:24]([O:23][CH2:21][CH3:22])[C:25](=[O:26])[O:27][CH2:28][CH3:29])[cH:36][cH:35]3)[CH3:20])[cH:14][cH:15]2)[cH:8][cH:9]1. Starting materials: CCN=C=NCCCN(C)C, O=CO, CCN(C(C)C)C(C)C, ClCCl, O=C(O)C(F)(F)F, NC1c2ccccc2CC1NC(=O)c1cc2sc(Cl)c(Cl)c2[nH]1, On1nnc2ccccc21. Yields the product O=CNC1c2ccccc2CC1NC(=O)c1cc2sc(Cl)c(Cl)c2[nH]1. Reaction SMILES: [CH3:53][CH2:54][N:55]=[C:56]=[N:57][CH2:58][CH2:59][CH2:60][N:61]([CH3:62])[CH3:63].[CH:31]([OH:32])=[O:33].[CH:34]([N:35]([CH2:36][CH3:37])[CH:38]([CH3:39])[CH3:40])([CH3:41])[CH3:42].[Cl:64][CH2:65][Cl:66].[F:1][C:2]([C:3](=[O:4])[OH:7])([F:5])[F:6].[NH2:8][CH:9]1[CH:10]([NH:18][C:19](=[O:20])[c:21]2[cH:22][c:23]3[c:24]([nH:25]2)[c:26]([Cl:30])[c:27]([Cl:29])[s:28]3)[CH2:11][c:12]2[cH:13][cH:14][cH:15][cH:16][c:17]21.[OH:43][n:44]1[c:45]2[c:46]([cH:47][cH:48][cH:49][cH:50]2)[n:51][n:52]1>>[CH:3](=[O:4])[NH:8][CH:9]1[CH:10]([NH:18][C:19](=[O:20])[c:21]2[cH:22][c:23]3[c:24]([nH:25]2)[c:26]([Cl:30])[c:27]([Cl:29])[s:28]3)[CH2:11][c:12]2[cH:13][cH:14][cH:15][cH:16][c:17]21. Starting materials: CC1(OC(CC(O1)=O)=O)C (2,2-dimethyl-[1,3]dioxane-4,6-dione), N1=CC=CC=C1 (pyridine), FC(CC(=O)Cl)(F)F (3,3,3-trifluoro-propionyl chloride). The reagents and catalysts are CN(C)C=1C=CN=CC1 (DMAP). The solvent is ClCCl (dichloromethane), CO (methanol). Reaction conditions: temperature 0 celsius, time 1 hour. The product is COC(CC(CC(F)(F)F)=O)=O (5,5,5-trifluoro-3-oxo-pentanoic acid methyl ester). Isolated yield 46.2%. Reaction SMILES: C[C:2]1(C)[O:7][C:6](=[O:8])[CH2:5][C:4](=[O:9])O1.N1C=CC=CC=1.[F:17][C:18]([F:24])([F:23])[CH2:19]C(Cl)=O>CN(C1C=CN=CC=1)C.ClCCl.CO>[CH3:2][O:7][C:6](=[O:8])[CH2:5][C:4](=[O:9])[CH2:19][C:18]([F:24])([F:23])[F:17]. Procedure: To a stirred solution of 2,2-dimethyl-[1,3]dioxane-4,6-dione (200 mg, 1.41 mmol), pyridine (0.125 ml, 1.55 mmol) and DMAP (344 mg, 2.81 mmol) in dichloromethane (10 ml), was added 3,3,3-trifluoro-propionyl chloride (0.16 ml, 1.55 mmol) at 0° C. The resulting reaction mixture was stirred under nitrogen for 1 h at 0° C. and then allowed to warm to room temperature and stirred for 2 h. Volatiles were removed under reduced pressure, and the crude residue was diluted with diethyl ether and washed wit... Reactants: COC(=O)c1cn(Cc2cccc(Br)n2)nn1, CO, [K+], C1CCOC1, [OH-]. Product: O=C([O-])c1cn(Cc2cccc(Br)n2)nn1, [K+]. As a reaction SMILES: [Br:1][c:2]1[cH:3][cH:4][cH:5][c:6]([CH2:8][n:9]2[n:10][n:11][c:12]([C:14](=[O:15])[O:16][CH3:17])[cH:13]2)[n:7]1.[CH3:25][OH:26].[K+:19].[O:20]1[CH2:21][CH2:22][CH2:23][CH2:24]1.[OH-:18]>>[Br:1][c:2]1[cH:3][cH:4][cH:5][c:6]([CH2:8][n:9]2[n:10][n:11][c:12]([C:14](=[O:15])[O-:16])[cH:13]2)[n:7]1.[K+:19].